describe an organic reaction: reactants, conditions, products, and yield From a dataset of the Open Reaction Database (ORD), a public repository of structured organic reaction records. Reaction SMILES: [Br:15][N:16]1[C:17](=[O:18])[CH2:19][CH2:20][C:21]1=[O:22].[C:23]([O:24][O:25][C:26](=[O:27])[c:28]1[cH:29][cH:30][cH:31][cH:32][cH:33]1)(=[O:34])[c:35]1[cH:36][cH:37][cH:38][cH:39][cH:40]1.[C:41]([Cl:42])([Cl:43])([Cl:44])[Cl:45].[CH3:1][c:2]1[c:3]([C:4](=[O:5])[O:6][CH3:7])[cH:8][cH:9][cH:10][c:11]1[N+:12](=[O:13])[O-:14]>>[CH2:1]([c:2]1[c:3]([C:4](=[O:5])[O:6][CH3:7])[cH:8][cH:9][cH:10][c:11]1[N+:12](=[O:13])[O-:14])[Br:15]. The product is COC(=O)c1cccc([N+](=O)[O-])c1CBr. Starting materials: O=C1CCC(=O)N1Br, O=C(OOC(=O)c1ccccc1)c1ccccc1, ClC(Cl)(Cl)Cl, COC(=O)c1cccc([N+](=O)[O-])c1C.